This data is from the Open Reaction Database (ORD), a public repository of structured organic reaction records. The task is: describe an organic reaction: reactants, conditions, products, and yield Procedure: As for Example 2, 1.04 g. of 3-amino-4-carboethoxypyrazole is heated at reflux temperature for 16 hours with 1.18 g. of 3-dimethylamino-1-(3-pyridyl)-2-propen-1-one in 25 ml. of glacial acetic acid to give 1.30 g. of the product of the example as colorless needles, m.p. 170°-171° C. Starting materials: NC1=NNC=C1C(=O)OCC (3-amino-4-carboethoxypyrazole), CN(C=CC(=O)C=1C=NC=CC1)C (3-dimethylamino-1-(3-pyridyl)-2-propen-1-one). RXN SMILES: [NH2:1][C:2]1[C:6]([C:7]([O:9][CH2:10][CH3:11])=[O:8])=[CH:5][NH:4][N:3]=1.CN(C)[CH:14]=[CH:15][C:16]([C:18]1[CH:19]=[N:20][CH:21]=[CH:22][CH:23]=1)=O>C(O)(=O)C>[CH2:10]([O:9][C:7]([C:6]1[CH:5]=[N:4][N:3]2[C:16]([C:18]3[CH:19]=[N:20][CH:21]=[CH:22][CH:23]=3)=[CH:15][CH:14]=[N:1][C:2]=12)=[O:8])[CH3:11]. The solvent is C(C)(=O)O (acetic acid). Yields the product C(C)OC(=O)C=1C=NN2C1N=CC=C2C=2C=NC=CC2 (7-(3-Pyridyl)pyrazolo[1,5-a]-pyrimidine-3-carboxylic acid ethyl ester). The reactants are dry product, S(=O)([O-])S(=O)[O-].[Na+].[Na+] (sodium hydrosulfite), [OH-].[Na+] (sodium hydroxide), C[N+]=1C=CC(=CC1)C=2C=C[N+](=CC2)C.ClCl (paraquat Cl2), S(=O)([O-])S(=O)[O-] (hydrosulfite). Run in O (water), O (water), O (DI water). Yields the product S(=O)([O-])S(=O)[O-] (hydrosulfite), C[N+]=1C=CC(=CC1)C=2C=C[N+](=CC2)C.[Cl-].[Cl-] (Paraquat dichloride). Reaction SMILES: [CH3:1][N+:2]1[CH:3]=[CH:4][C:5]([C:8]2[CH:9]=[CH:10][N+:11]([CH3:14])=[CH:12][CH:13]=2)=[CH:6][CH:7]=1.[Cl:15]Cl.[S:17]([S:20]([O-:22])=[O:21])([O-:19])=[O:18].[Na+].[Na+].[OH-].[Na+].S(S([O-])=O)([O-])=O>O>[S:17]([S:20]([O-:22])=[O:21])([O-:19])=[O:18].[CH3:14][N+:11]1[CH:10]=[CH:9][C:8]([C:5]2[CH:4]=[CH:3][N+:2]([CH3:1])=[CH:7][CH:6]=2)=[CH:13][CH:12]=1.[Cl-:15].[Cl-:15] |f:0.1,2.3.4,5.6,10.11.12|. Reported procedure: The solubility rate and the paraquat-Cl2 analysis were determined as follows. A hydrosulfite solution is prepared from 5.00 g sodium hydrosulfite, 2.00 g sodium hydroxide, and 93.00 g DI water. 1.00 g of dry product is dissolved in 999.0 g STW water and 1 ml samples are taken at 1, 2, 5, and 10 minutes. 1 ml sample is added to 98.0 g STW water and mixed. Then 1 ml hydrosulfite solution is added and mixed. Absorbance is read at 394 nm using a Pye Unicam Spectrophotometer SP1750. Absorbance of the...